This data is from the Open Reaction Database (ORD), a public repository of structured organic reaction records. The task is: describe an organic reaction: reactants, conditions, products, and yield Starting materials: ClC1=CC2=C(C(=N1)C#N)N=CN2C (6-chloro-1-methyl-1H-imidazo[4,5-c]pyridine-4-carbonitrile), OCCCOC1=C(C=C(C=C1)B(O)O)C(F)(F)F (4-(3-hydroxypropoxy)-3-(trifluoromethyl)phenylboronic acid), ( 1.05 ), P(=O)([O-])([O-])[O-].[K+].[K+].[K+] (potassium phosphate). Reagents/catalysts: C=1C=CC(=CC1)/C=C/C(=O)/C=C/C2=CC=CC=C2.C=1C=CC(=CC1)/C=C/C(=O)/C=C/C2=CC=CC=C2.C=1C=CC(=CC1)/C=C/C(=O)/C=C/C2=CC=CC=C2.[Pd].[Pd] (tris(dibenzylideneacetone)dipalladium). The solvent is O1CCOCC1 (dioxane), O (water), C(C)(=O)OCC (ethyl acetate). Conditions: temperature 100 celsius. Yields the product OCCCOC1=C(C=C(C=C1)C1=CC2=C(C(=N1)C#N)N=CN2C)C(F)(F)F (6-[4-(3-Hydroxypropoxy)-3-(trifluoromethyl)-phenyl]-1-methyl-1H-imidazo[4,5-c]pyridine-4-carbonitrile). As a reaction SMILES: Cl[C:2]1[N:7]=[C:6]([C:8]#[N:9])[C:5]2[N:10]=[CH:11][N:12]([CH3:13])[C:4]=2[CH:3]=1.[OH:14][CH2:15][CH2:16][CH2:17][O:18][C:19]1[CH:24]=[CH:23][C:22](B(O)O)=[CH:21][C:20]=1[C:28]([F:31])([F:30])[F:29].P([O-])([O-])([O-])=O.[K+].[K+].[K+]>O1CCOCC1.O.C(OCC)(=O)C.C1C=CC(/C=C/C(/C=C/C2C=CC=CC=2)=O)=CC=1.C1C=CC(/C=C/C(/C=C/C2C=CC=CC=2)=O)=CC=1.C1C=CC(/C=C/C(/C=C/C2C=CC=CC=2)=O)=CC=1.[Pd].[Pd]>[OH:14][CH2:15][CH2:16][CH2:17][O:18][C:19]1[CH:24]=[CH:23][C:22]([C:2]2[N:7]=[C:6]([C:8]#[N:9])[C:5]3[N:10]=[CH:11][N:12]([CH3:13])[C:4]=3[CH:3]=2)=[CH:21][C:20]=1[C:28]([F:29])([F:30])[F:31] |f:2.3.4.5,9.10.11.12.13|. Procedure details: A mixture of 6-chloro-1-methyl-1H-imidazo[4,5-c]pyridine-4-carbonitrile (6 g), 4-(3-hydroxypropoxy)-3-(trifluoromethyl)phenylboronic acid (12.3 g), tris(dibenzylideneacetone)dipalladium (1.42 g), tricyclohexylphosphoine (1.05) and tribasic potassium phosphate (13.2 g) in dioxane (60 ml) and water (24 ml) was heated at 100° C. under N2 for 4 hours. The mixture was then diluted with ethyl acetate (400 ml) organic layer separated and solvent removed under reduced pressure, to the residue was then a... The reactants are CN(C)O, CN(C)C=O, Fc1ccc2c(c1)C(c1ccccc1)=NCc1nnc(CBr)n1-2, [H-], [Na+]. The product is CN(C)Cc1nnc2n1-c1ccc(F)cc1C(c1ccccc1)=NC2. RXN SMILES: [CH3:1][N:2]([OH:3])[CH3:4].[CH3:30][N:31]([CH3:32])[CH:33]=[O:34].[F:7][c:8]1[cH:9][cH:10][c:11]2[c:12]([cH:29]1)[C:13]([c:23]1[cH:24][cH:25][cH:26][cH:27][cH:28]1)=[N:14][CH2:15][c:16]1[n:17]-2[c:18]([CH2:21][Br:22])[n:19][n:20]1.[H-:5].[Na+:6]>>[CH3:1][N:2]([CH3:4])[CH2:21][c:18]1[n:17]2[c:16]([n:20][n:19]1)[CH2:15][N:14]=[C:13]([c:23]1[cH:24][cH:25][cH:26][cH:27][cH:28]1)[c:12]1[c:11]-2[cH:10][cH:9][c:8]([F:7])[cH:29]1. The reactants are BrC=1C=C2C=CNC2=CC1 (5-bromoindole), BrC=1C=CC=C2C=CN(C12)C (7-bromo-1-methylindole), BrC=1C=CC=C2C=CNC12 (7-bromoindole). Yields the product BrC=1C=C2C=CN(C2=CC1)C (5-Bromo-1-methylindole). Reaction SMILES: [Br:1][C:2]1[CH:3]=[C:4]2[C:8](=[CH:9][CH:10]=1)[NH:7][CH:6]=[CH:5]2.Br[C:12]1C=CC=C2C=1N(C)C=C2.BrC1C=CC=C2C=1NC=C2>>[Br:1][C:2]1[CH:3]=[C:4]2[C:8](=[CH:9][CH:10]=1)[N:7]([CH3:12])[CH:6]=[CH:5]2. Reported procedure: 5-Bromo-1-methylindole was prepared from 5-bromoindole as described for the preparation of 7-bromo-1-methylindole from 7-bromoindole. Purification by chromatography using EtOAc:petroleum ether 1:10 As a reaction SMILES: [F:1][C:2]([F:10])([F:9])[CH:3]1[CH2:8][NH:7][CH2:6][CH2:5][NH:4]1.[CH:11]1([N:14]2[C:23]3[C:18](=[CH:19][C:20]([F:25])=[C:21](F)[CH:22]=3)[C:17](=[O:26])[C:16]([C:27]([OH:29])=[O:28])=[CH:15]2)[CH2:13][CH2:12]1>N1C=CC=CC=1>[CH:11]1([N:14]2[C:23]3[C:18](=[CH:19][C:20]([F:25])=[C:21]([N:7]4[CH2:6][CH2:5][NH:4][CH:3]([C:2]([F:10])([F:9])[F:1])[CH2:8]4)[CH:22]=3)[C:17](=[O:26])[C:16]([C:27]([OH:29])=[O:28])=[CH:15]2)[CH2:12][CH2:13]1. Conditions: temperature 77 celsius, time 3 hour. Procedure: A 0.55 g portion of 2-(trifluoromethyl)piperazine was dissolved in 14 ml of pyridine. To this was added 265 mg of 1-cyclopropyl-6,7-difluoro-1,4-dihydro-4-oxo-3-quinolinecarboxylic acid. The mixture was stirred for 3 hours at 77° C.. The pyridine was removed by repeated evaporation with toluene. The residue was triturated with hot methanol. The resulting solid was collected, washed with methanol and ether and dried, giving 105 mg of the desired product as a colorless solid. The reactants are FC(C1NCCNC1)(F)F (2-(trifluoromethyl)piperazine), C1(CC1)N1C=C(C(C2=CC(=C(C=C12)F)F)=O)C(=O)O (1-cyclopropyl-6,7-difluoro-1,4-dihydro-4-oxo-3-quinolinecarboxylic acid). The product is C1(CC1)N1C=C(C(C2=CC(=C(C=C12)N1CC(NCC1)C(F)(F)F)F)=O)C(=O)O (1-Cyclopropyl-6-fluoro-7-[3-(trifluoromethyl)-1-piperazinyl]-1,4-dihydro-4-oxo-3-quinolinecarboxylic acid). The solvent is N1=CC=CC=C1 (pyridine). The reactants are FC(OC=1C=C(C=O)C=CC1)(F)F (3-trifluoromethoxybenzaldehyde), Cl (HCl), CCCCCC.C(CCC)[Li] (n-butyllithium hexane), C(C1=CC=CC=C1)OC1=C(C=CC=C1)Br (1-benzyloxy-2-bromobenzene), C([O-])([O-])=O.[K+].[K+] (Potassium carbonate). Reagents/catalysts: [OH-].[Pd+2].[OH-] (palladium hydroxide). Run in C1CCOC1 (THF), CO (methanol), O (water), C1CCOC1 (THF). Conditions: time 30 minute. The product is FC(OC=1C=C(CC2=C(C=CC=C2)O)C=CC1)(F)F (2-(3-Trifluoromethoxybenzyl)phenol). Isolated yield 66.1%. Reaction SMILES: CCCCCC.C([Li])CCC.C([O:19][C:20]1[CH:25]=[CH:24][CH:23]=[CH:22][C:21]=1Br)C1C=CC=CC=1.[F:27][C:28]([F:39])([F:38])[O:29][C:30]1[CH:31]=[C:32]([CH:35]=[CH:36][CH:37]=1)[CH:33]=O.Cl.C(=O)([O-])[O-].[K+].[K+]>C1COCC1.CO.[OH-].[Pd+2].[OH-].O>[F:27][C:28]([F:39])([F:38])[O:29][C:30]1[CH:31]=[C:32]([CH:35]=[CH:36][CH:37]=1)[CH2:33][C:21]1[CH:22]=[CH:23][CH:24]=[CH:25][C:20]=1[OH:19] |f:0.1,5.6.7,10.11.12|. Procedure: In a nitrogen stream, an n-butyllithium hexane solution (2.44 M, 4.3 mL) was added dropwise to a solution of 1-benzyloxy-2-bromobenzene (2.5 g, 9.5 mmol) in THF (95 mL) at −78° C. and the mixture was stirred at the same temperature for 30 minutes. To this mixture, a solution of 3-trifluoromethoxybenzaldehyde (1.5 g, 7.9 mmol) in THF (32 mL) was added dropwise at −78° C. The reaction mixture was stirred at the same temperature for two hours and furthermore at 0° C. for one hour, and then water wa... Starting materials: [Li]CCCC, CCC(C)(C)Cc1cn(C(c2ccccc2)(c2ccccc2)c2ccccc2)c(C)n1, CON(C)C(=O)c1ccc(-c2ccc(F)cn2)cc1, C1CCOC1. Product: CCC(C)(C)Cc1cn(C(c2ccccc2)(c2ccccc2)c2ccccc2)c(CC(=O)c2ccc(-c3ccc(F)cn3)cc2)n1. As a reaction SMILES: [CH2:1]([Li:2])[CH2:3][CH2:4][CH3:5].[CH3:6][C:7]([CH2:8][c:9]1[n:10][c:11]([CH3:33])[n:12]([C:14]([c:15]2[cH:16][cH:17][cH:18][cH:19][cH:20]2)([c:21]2[cH:22][cH:23][cH:24][cH:25][cH:26]2)[c:27]2[cH:28][cH:29][cH:30][cH:31][cH:32]2)[cH:13]1)([CH2:34][CH3:35])[CH3:36].[F:37][c:38]1[cH:39][cH:40][c:41](-[c:44]2[cH:45][cH:46][c:47]([C:48](=[O:49])[N:50]([O:51][CH3:52])[CH3:53])[cH:54][cH:55]2)[n:42][cH:43]1.[O:56]1[CH2:57][CH2:58][CH2:59][CH2:60]1>>[CH3:6][C:7]([CH2:8][c:9]1[n:10][c:11]([CH2:33][C:48]([c:47]2[cH:46][cH:45][c:44](-[c:41]3[cH:40][cH:39][c:38]([F:37])[cH:43][n:42]3)[cH:55][cH:54]2)=[O:49])[n:12]([C:14]([c:15]2[cH:16][cH:17][cH:18][cH:19][cH:20]2)([c:21]2[cH:22][cH:23][cH:24][cH:25][cH:26]2)[c:27]2[cH:28][cH:29][cH:30][cH:31][cH:32]2)[cH:13]1)([CH2:34][CH3:35])[CH3:36].